From a dataset of the Open Reaction Database (ORD), a public repository of structured organic reaction records. describe an organic reaction: reactants, conditions, products, and yield The reactants are [Al+3], COC(=O)c1ccc(C(=O)[O-])cc1, COc1ccccc1OC, [Cl-], [Cl-], [Cl-], [Cl-], ClCCl. Yields the product COC(=O)c1ccc(C(=O)c2ccc(OC)c(OC)c2)cc1. RXN SMILES: [Al+3:2].[C:6]([c:7]1[cH:8][cH:9][c:10]([C:11](=[O:12])[O-:13])[cH:14][cH:15]1)(=[O:16])[O:17][CH3:18].[CH3:19][O:20][c:21]1[cH:22][cH:23][cH:24][cH:25][c:26]1[O:27][CH3:28].[Cl-:1].[Cl-:3].[Cl-:4].[Cl-:5].[Cl:29][CH2:30][Cl:31]>>[C:6]([c:7]1[cH:8][cH:9][c:10]([C:11](=[O:13])[c:23]2[cH:22][c:21]([O:20][CH3:19])[c:26]([O:27][CH3:28])[cH:25][cH:24]2)[cH:14][cH:15]1)(=[O:16])[O:17][CH3:18]. Starting materials: BrC1=CC=C(C=C1)C(C)(C(C)(C)O)S(=O)(=O)N (2-(4-bromophenyl)-3-hydroxy-3-methylbutane-2-sulfonamide), COC(OC)(OC)OC (tetramethoxymethane), C(C)(=O)O (acetic acid). Run at temperature 100 celsius, time 1.5 hour. The product is BrC1=CC=C(C=C1)C1(S(N=C(OC1(C)C)OC)(=O)=O)C (5-(4-Bromophenyl)-2-methoxy-5,6,6-trimethyl-5,6-dihydro-1,4,3-oxathiazine 4,4-dioxide). Reaction SMILES: [Br:1][C:2]1[CH:7]=[CH:6][C:5]([C:8]([S:14]([NH2:17])(=[O:16])=[O:15])([C:10]([OH:13])([CH3:12])[CH3:11])[CH3:9])=[CH:4][CH:3]=1.C(O)(=O)C.[CH3:22][O:23][C:24](OC)(OC)OC>>[Br:1][C:2]1[CH:3]=[CH:4][C:5]([C:8]2([CH3:9])[C:10]([CH3:11])([CH3:12])[O:13][C:22]([O:23][CH3:24])=[N:17][S:14]2(=[O:15])=[O:16])=[CH:6][CH:7]=1. Procedure details: A suspension of 2.01 g of 2-(4-bromophenyl)-3-hydroxy-3-methylbutane-2-sulfonamide in 15 ml of tetramethoxymethane was admixed with 3 ml of acetic acid and stirred at 100° C. for 1.5 hours. After the removal of the solvent under reduced pressure, the crude product was purified by means of normal phase chromatography using a Flashmaster with an n-heptane/ethyl acetate gradient. The product-containing fractions were combined, concentrated by rotary evaporation and dried under high vacuum. This gav...